Dataset: the Open Reaction Database (ORD), a public repository of structured organic reaction records. Task: describe an organic reaction: reactants, conditions, products, and yield Starting materials: Cc1ccc(Nc2cc(N3CCCCC3)nc(N3CCN(c4ccccn4)CC3)n2)cc1, ClCCl, [Na+], O=C([O-])O, OO. Yields the product Cc1ccc(Nc2cc(N3CCCCC3)nc(N3CCN(c4cccc[n+]4[O-])CC3)n2)cc1. Reaction SMILES: [CH3:3][c:4]1[cH:5][cH:6][c:7]([NH:10][c:11]2[n:12][c:13]([N:23]3[CH2:24][CH2:25][N:26]([c:29]4[n:30][cH:31][cH:32][cH:33][cH:34]4)[CH2:27][CH2:28]3)[n:14][c:15]([N:17]3[CH2:18][CH2:19][CH2:20][CH2:21][CH2:22]3)[cH:16]2)[cH:8][cH:9]1.[Cl:40][CH2:41][Cl:42].[Na+:39].[O-:35][C:36]([OH:37])=[O:38].[OH:1][OH:2]>>[CH3:3][c:4]1[cH:5][cH:6][c:7]([NH:10][c:11]2[n:12][c:13]([N:23]3[CH2:24][CH2:25][N:26]([c:29]4[n+:30]([O-:35])[cH:31][cH:32][cH:33][cH:34]4)[CH2:27][CH2:28]3)[n:14][c:15]([N:17]3[CH2:18][CH2:19][CH2:20][CH2:21][CH2:22]3)[cH:16]2)[cH:8][cH:9]1. Reactants: BrC=1C=CC(=C(CO)C1)F (5-bromo-2-fluoro-benzyl alcohol), C1(=CC=CC=C1)P(C1=CC=CC=C1)C1=CC=CC=C1 (triphenyl phosphine), BrN1C(CCC1=O)=O (N-bromosuccinimide). The solvent is C1CCOC1 (THF). Run at time 20 minute. Yields the product BrC=1C=CC(=C(CBr)C1)F (5-Bromo-2-fluoro-benzyl bromide). Isolated yield 96.7%. RXN SMILES: [Br:1][C:2]1[CH:3]=[CH:4][C:5]([F:10])=[C:6]([CH:9]=1)[CH2:7]O.C1(P(C2C=CC=CC=2)C2C=CC=CC=2)C=CC=CC=1.[Br:30]N1C(=O)CCC1=O>C1COCC1>[Br:1][C:2]1[CH:3]=[CH:4][C:5]([F:10])=[C:6]([CH:9]=1)[CH2:7][Br:30]. Reported procedure: To a solution of 5-bromo-2-fluoro-benzyl alcohol (3.10 g, 15.1 mmol) in 30 mL of THF at 10° C. is added triphenyl phosphine (4.10 g, 15.6 mmol) followed by N-bromosuccinimide (2.67 g, 15.0 mmol). The ice bath is removed and the resulting solution is stirred for 20 min at room temperature. The crude product is purified by column chromatography eluting with 5% EtOAc/hexanes to give the title compound (3.90 g, 14.5 mmol). The reactants are [H-].[Na+] (Sodium hydride), C(C1=CC=CC=C1)C1=NC(=CC=C1OCOC)I (2-benzyl-6-iodo-3-(methoxymethyloxy)pyridine), cuprous iodide, O1C(CCCC1)CO (tetrahydropyran-2-methanol), [Cl-].[NH4+] (ammonium chloride). Solvent: C(C)(=O)OCC (ethyl acetate). Conditions: temperature 90 celsius, time 3 hour. Product: C(C1=CC=CC=C1)C1=NC(=CC=C1OCOC)OCC1OCCCC1 (2-Benzyl-6-[(tetrahydro-4H-pyran-2-yl)methyloxy]3-(methoxymethyloxy)pyridine). Reaction SMILES: [H-].[Na+].[CH2:3]([C:10]1[C:15]([O:16][CH2:17][O:18][CH3:19])=[CH:14][CH:13]=[C:12](I)[N:11]=1)[C:4]1[CH:9]=[CH:8][CH:7]=[CH:6][CH:5]=1.[O:21]1[CH2:26][CH2:25][CH2:24][CH2:23][CH:22]1[CH2:27][OH:28].[Cl-].[NH4+]>C(OCC)(=O)C>[CH2:3]([C:10]1[C:15]([O:16][CH2:17][O:18][CH3:19])=[CH:14][CH:13]=[C:12]([O:28][CH2:27][CH:22]2[CH2:23][CH2:24][CH2:25][CH2:26][O:21]2)[N:11]=1)[C:4]1[CH:9]=[CH:8][CH:7]=[CH:6][CH:5]=1 |f:0.1,4.5|. Reported procedure: Sodium hydride was added to a mixture of 456 mg of 2-benzyl-6-iodo-3-(methoxymethyloxy)pyridine, 122 mg of cuprous iodide and 3 ml of tetrahydropyran-2-methanol, followed by stirring at 90° C. for 3 hours. An aqueous ammonium chloride solution and ethyl acetate were added to the reaction solution, followed by stirring at room temperature for one hour. Then, the organic phase was washed with water and brine, dried over anhydrous magnesium sulfate and the solvent was removed. The residue was subje...